This data is from the Open Reaction Database (ORD), a public repository of structured organic reaction records. The task is: describe an organic reaction: reactants, conditions, products, and yield The reactants are CN, CCOC(=O)CC1=CSC2=C(C(=O)OC(C)C)C(C)CN12. The product is CNC(=O)CC1=CSC2=C(C(=O)OC(C)C)C(C)CN12. RXN SMILES: [CH3:22][NH2:23].[CH:1]([CH3:2])([CH3:3])[O:4][C:5](=[O:6])[C:7]1=[C:11]2[N:10]([CH2:9][CH:8]1[CH3:21])[C:14]([CH2:15][C:16](=[O:17])[O:18][CH2:19][CH3:20])=[CH:13][S:12]2>>[CH:1]([CH3:2])([CH3:3])[O:4][C:5](=[O:6])[C:7]1=[C:11]2[N:10]([CH2:9][CH:8]1[CH3:21])[C:14]([CH2:15][C:16](=[O:17])[NH:23][CH3:22])=[CH:13][S:12]2.